From a dataset of the Open Reaction Database (ORD), a public repository of structured organic reaction records. describe an organic reaction: reactants, conditions, products, and yield The reactants are ClC=1C=CC(=C(C(=O)C2=CC=CC=C2)C1)N1C(=NN=C1C)CNC(CCl)=O (5-chloro-2-[3-(2-chloroacetamidomethyl)-5-methyl-4H-1,2,4-triazol-4-yl]-benzophenone), C1(C=2C(C(N1)=O)=CC=CC2)=O.[K] (potassium phthalimide), C(Cl)Cl (methylene chloride). Solvent: CN(C=O)C (dimethylformamide). The product is ClC=1C=CC(=C(C(=O)C2=CC=CC=C2)C1)N1C(=NN=C1C)CNC(CN1C(C=2C(C1=O)=CC=CC2)=O)=O (5-chloro-2-[3-(2-phthalimido-acetamidomethyl)-5-methyl-4H-1,2,4-triazol-4-yl]-benzophenone). As a reaction SMILES: [Cl:1][C:2]1[CH:3]=[CH:4][C:5]([N:16]2[C:20]([CH3:21])=[N:19][N:18]=[C:17]2[CH2:22][NH:23][C:24](=[O:27])[CH2:25]Cl)=[C:6]([CH:15]=1)[C:7]([C:9]1[CH:14]=[CH:13][CH:12]=[CH:11][CH:10]=1)=[O:8].[C:28]1(=[O:38])[NH:32][C:31](=[O:33])[C:30]2=[CH:34][CH:35]=[CH:36][CH:37]=[C:29]12.[K].C(Cl)Cl>CN(C)C=O>[Cl:1][C:2]1[CH:3]=[CH:4][C:5]([N:16]2[C:20]([CH3:21])=[N:19][N:18]=[C:17]2[CH2:22][NH:23][C:24](=[O:27])[CH2:25][N:32]2[C:31](=[O:33])[C:30]3=[CH:34][CH:35]=[CH:36][CH:37]=[C:29]3[C:28]2=[O:38])=[C:6]([CH:15]=1)[C:7]([C:9]1[CH:14]=[CH:13][CH:12]=[CH:11][CH:10]=1)=[O:8] |f:1.2,^1:38|. Procedure details: A suspension of 5-chloro-2-[3-(2-chloroacetamidomethyl)-5-methyl-4H-1,2,4-triazol-4-yl]-benzophenone (1.35g) and potassium phthalimide (0.7 g) in dimethylformamide (10 ml) is warmed at 50° to 60° C. for 3 hours. The reaction mixture is shaken with methylene chloride. The methylene chloride layer is washed with water and saturated aqueous saline solution in order, dried over sodium sulfate and evaporated under reduced pressure to remove the solvent. The residue is crystallized from ethyl acetate/... Reactants: [OH-].[Na+] (NaOH), C(C)(C)(C)OC(CBr)=O (Bromoacetic acid tert-butyl ester), OCCN(S(=O)(=O)C1=C(C=C(C=C1C)OC)C)C (N-(2-hydroxyethyl)-4-methoxy-N,2,6-trimethylbenzenesulfonamide). Reagents/catalysts: [N+](CCCC)(CCCC)(CCCC)CCCC.[Cl-] (n-Bu4NCl). Run in C1(=CC=CC=C1)C (toluene). Conditions: temperature 0 celsius, time 2 hour. Yields the product COC1=CC(=C(C(=C1)C)S(=O)(=O)N(C)CCOCC(=O)OC(C)(C)C)C (tert.-Butyl 2-(2-(4-methoxy-N,2,6-trimethylphenylsulfonamido)-ethoxy)acetate). RXN SMILES: [OH:1][CH2:2][CH2:3][N:4]([CH3:18])[S:5]([C:8]1[C:13]([CH3:14])=[CH:12][C:11]([O:15][CH3:16])=[CH:10][C:9]=1[CH3:17])(=[O:7])=[O:6].[OH-].[Na+].[C:21]([O:25][C:26](=[O:29])[CH2:27]Br)([CH3:24])([CH3:23])[CH3:22]>[N+](CCCC)(CCCC)(CCCC)CCCC.[Cl-].C1(C)C=CC=CC=1>[CH3:16][O:15][C:11]1[CH:12]=[C:13]([CH3:14])[C:8]([S:5]([N:4]([CH2:3][CH2:2][O:1][CH2:27][C:26]([O:25][C:21]([CH3:24])([CH3:23])[CH3:22])=[O:29])[CH3:18])(=[O:7])=[O:6])=[C:9]([CH3:17])[CH:10]=1 |f:1.2,4.5|. Reported procedure: n-Bu4NCl (39 g, 140.1 mmol) was added to a solution of N-(2-hydroxyethyl)-4-methoxy-N,2,6-trimethylbenzenesulfonamide (116 g, 424.4 mmol) in toluene (750 ml) and the mixture was cooled to 0° C. Aqueous 35% strength NaOH solution (1,000 ml) was then added. Bromoacetic acid tert-butyl ester (93 ml, 636.6 mmol) was then added dropwise to the reaction mixture and the mixture was stirred at room temperature for 2 hours. The organic phase was separated off, washed with water (3×750 ml), dried over Na2... Starting materials: O=Cc1cccc(Br)n1, CC(=O)O[BH-](OC(C)=O)OC(C)=O, O=C([O-])O, C1CCNCC1, CC(=O)O, ClCCl, [Na+], [Na+]. Product: Brc1cccc(CN2CCCCC2)n1. As a reaction SMILES: [Br:1][c:2]1[cH:3][cH:4][cH:5][c:6]([CH:8]=[O:9])[n:7]1.[C:20]([O:21][BH-:22]([O:23][C:24](=[O:25])[CH3:26])[O:27][C:28](=[O:29])[CH3:30])(=[O:31])[CH3:32].[C:34](=[O:35])([O-:36])[OH:37].[CH2:10]1[CH2:11][CH2:12][NH:13][CH2:14][CH2:15]1.[CH3:16][C:17](=[O:18])[OH:19].[Cl:39][CH2:40][Cl:41].[Na+:33].[Na+:38]>>[Br:1][c:2]1[cH:3][cH:4][cH:5][c:6]([CH2:8][N:13]2[CH2:12][CH2:11][CH2:10][CH2:15][CH2:14]2)[n:7]1. Solvent: CC(C)O (2-propanol). Reaction conditions: time 1 hour. The reactants are FC(C(=O)O)(F)F (trifluoroacetic acid), residue, ClC=1C=C(C(=O)NN)C=CC1O (3-chloro-4-hydroxybenzoic acid hydrazide), BrCCOC1=CC(=C(C=O)C=C1)OC (4-(2-bromoethoxy)-2-methoxybenzaldehyde), C(C1=CC=CC=C1)N1CCNCC1 (1-benzylpiperazine). As a reaction SMILES: [Cl:1][C:2]1[CH:3]=[C:4]([CH:9]=[CH:10][C:11]=1[OH:12])[C:5]([NH:7][NH2:8])=[O:6].Br[CH2:14][CH2:15][O:16][C:17]1[CH:24]=[CH:23][C:20]([CH:21]=O)=[C:19]([O:25][CH3:26])[CH:18]=1.[CH2:27]([N:34]1[CH2:39][CH2:38][NH:37][CH2:36][CH2:35]1)[C:28]1[CH:33]=[CH:32][CH:31]=[CH:30][CH:29]=1.FC(F)(F)C(O)=O>CC(O)C>[CH2:27]([N:34]1[CH2:39][CH2:38][N:37]([CH2:14][CH2:15][O:16][C:17]2[CH:24]=[CH:23][C:20]([CH:21]=[N:8][NH:7][C:5](=[O:6])[C:4]3[CH:9]=[CH:10][C:11]([OH:12])=[C:2]([Cl:1])[CH:3]=3)=[C:19]([O:25][CH3:26])[CH:18]=2)[CH2:36][CH2:35]1)[C:28]1[CH:29]=[CH:30][CH:31]=[CH:32][CH:33]=1. Product: C(C1=CC=CC=C1)N1CCN(CC1)CCOC1=CC(=C(C=NNC(C2=CC(=C(C=C2)O)Cl)=O)C=C1)OC (3-Chloro-4-hydroxybenzoic Acid {4-[2-(4-Benzylpiperazin-1-yl)ethoxy]-2-methoxybenzylidene}hydrazide). Procedure: This compound was prepared analogously to the compound described in the previous example starting from resin bound 3-chloro-4-hydroxybenzoic acid hydrazide (resin—[building block 1]) (2 g, ˜2 mmoles), 4-(2-bromoethoxy)-2-methoxybenzaldehyde ([building block 2]) (0.73 g, 1.5 equivs.), and 1-benzylpiperazine ([building block 3]) (3.3 g, 10 equivs.). After cleavage with 50% trifluoroacetic acid, the residue (1.4 g) was dissolved in 2-propanol (50 ml) and concentrated to 20 ml. The mixture was allow... The product is C(C)OC1=CC(=C(C=O)C=C1OC1=CC=CC=C1)[N+](=O)[O-] (4-Ethoxy-2-nitro-5-phenoxy-benzaldehyde). Conditions: time 30 minute. Reported procedure: NaH (60%, 400 mg, 10 mmol) was added to ethanol (10 mL) and stirred at room temperature for 30 min. Then, 4-fluoro-2-nitro-5-phenoxy-benzaldehyde (520 mg, 2 mmol) was added. The resulting mixture was stirred at room temperature overnight and ten concentrated. The resulting crude mixture was purified by chromatography (silica gel, 20-50% methylene chloride in heptane) to yield a slightly yellow solid. Reactants: [H-].[Na+] (NaH), C(C)O (ethanol), FC1=CC(=C(C=O)C=C1OC1=CC=CC=C1)[N+](=O)[O-] (4-fluoro-2-nitro-5-phenoxy-benzaldehyde). RXN SMILES: [H-].[Na+].F[C:4]1[C:11]([O:12][C:13]2[CH:18]=[CH:17][CH:16]=[CH:15][CH:14]=2)=[CH:10][C:7]([CH:8]=[O:9])=[C:6]([N+:19]([O-:21])=[O:20])[CH:5]=1.[CH2:22]([OH:24])[CH3:23]>>[CH2:22]([O:24][C:4]1[C:11]([O:12][C:13]2[CH:18]=[CH:17][CH:16]=[CH:15][CH:14]=2)=[CH:10][C:7]([CH:8]=[O:9])=[C:6]([N+:19]([O-:21])=[O:20])[CH:5]=1)[CH3:23] |f:0.1|.